From a dataset of the Open Reaction Database (ORD), a public repository of structured organic reaction records. describe an organic reaction: reactants, conditions, products, and yield The reactants are [BH4-], O=C(c1ccccc1)c1ccc(CN(Cc2ccc(F)cc2)S(=O)(=O)c2cc(Cl)cc(Cl)c2O)cc1, C1CCOC1, CCO, [Na+]. The product is O=S(=O)(c1cc(Cl)cc(Cl)c1O)N(Cc1ccc(F)cc1)Cc1ccc(C(O)c2ccccc2)cc1. As a reaction SMILES: [BH4-:37].[C:1]([c:2]1[cH:3][cH:4][cH:5][cH:6][cH:7]1)(=[O:8])[c:9]1[cH:10][cH:11][c:12]([CH2:13][N:14]([S:15](=[O:16])(=[O:17])[c:18]2[c:19]([OH:26])[c:20]([Cl:25])[cH:21][c:22]([Cl:24])[cH:23]2)[CH2:27][c:28]2[cH:29][cH:30][c:31]([F:34])[cH:32][cH:33]2)[cH:35][cH:36]1.[CH2:39]1[O:40][CH2:41][CH2:42][CH2:43]1.[CH3:44][CH2:45][OH:46].[Na+:38]>>[CH:1]([c:2]1[cH:3][cH:4][cH:5][cH:6][cH:7]1)([OH:8])[c:9]1[cH:10][cH:11][c:12]([CH2:13][N:14]([S:15](=[O:16])(=[O:17])[c:18]2[c:19]([OH:26])[c:20]([Cl:25])[cH:21][c:22]([Cl:24])[cH:23]2)[CH2:27][c:28]2[cH:29][cH:30][c:31]([F:34])[cH:32][cH:33]2)[cH:35][cH:36]1. Reactants: CSC1=NC=CC(=N1)C(=O)O (2-methylsulfanyl-pyrimidine-4-carboxylic acid), C(C(=O)Cl)(=O)Cl (oxalyl chloride). The reagents and catalysts are CN(C)C=O (DMF). Solvent: C(Cl)Cl (CH2Cl2). Reaction conditions: time 18 hour. Yields the product CSC1=NC=CC(=N1)C(=O)Cl (2-methylsulfanyl-pyrimidine-4-carbonyl chloride). Isolated yield 95.0%. Reaction SMILES: [CH3:1][S:2][C:3]1[N:8]=[C:7]([C:9]([OH:11])=O)[CH:6]=[CH:5][N:4]=1.C(Cl)(=O)C([Cl:15])=O>C(Cl)Cl.CN(C=O)C>[CH3:1][S:2][C:3]1[N:8]=[C:7]([C:9]([Cl:15])=[O:11])[CH:6]=[CH:5][N:4]=1. Procedure details: To a solution of 2-methylsulfanyl-pyrimidine-4-carboxylic acid (20 g, 117.7 mmol) in CH2Cl2 (100 mL) is added oxalyl chloride (17.2 g, 197 mmol) and DMF (20 drops). The reaction solution is stirred at room temperature for 18 hours after which the solvent is removed in vacuo to afford 21.2 g, (95% yield) of the desired product as a dark green solid. Starting materials: O=C(Br)CBr, ClCCl, CCOC(C)=O, Nc1c(Cl)cccc1C(=O)c1ccccc1F, c1ccncc1. The product is O=C(CBr)Nc1c(Cl)cccc1C(=O)c1ccccc1F. As a reaction SMILES: [Br:24][CH2:25][C:26](=[O:27])[Br:28].[CH2:29]([Cl:30])[Cl:31].[CH3:32][CH2:33][O:34][C:35](=[O:36])[CH3:37].[NH2:1][c:2]1[c:3]([C:4](=[O:5])[c:6]2[c:7]([F:12])[cH:8][cH:9][cH:10][cH:11]2)[cH:13][cH:14][cH:15][c:16]1[Cl:17].[cH:18]1[cH:19][cH:20][n:21][cH:22][cH:23]1>>[NH:1]([c:2]1[c:3]([C:4](=[O:5])[c:6]2[c:7]([F:12])[cH:8][cH:9][cH:10][cH:11]2)[cH:13][cH:14][cH:15][c:16]1[Cl:17])[C:26]([CH2:25][Br:24])=[O:27]. The reactants are C(=O)(C(F)(F)F)O (TFA), C(C)(C)(C)OC(=O)N1CCC(CC1)OC=1C=CC2=C(C(C=3NC4=CC(=CC=C4C3C2=O)C#N)(C)C)C1 (4-(3-cyano-6,6-dimethyl-11-oxo-6,11-dihydro-5H-benzo[b]carbazol-8-yloxy)-piperidine-1-carboxylic acid tert-butyl ester). The solvent is C1CCOC1 (THF). Yields the product CC1(C2=C(C(C=3C4=CC=C(C=C4NC13)C#N)=O)C=CC(=C2)OC2CCNCC2)C (6,6-Dimethyl-11-oxo-8-(piperidin-4-yloxy)-6,11-dihydro-5H-benzo[b]carbazole-3-carbonitrile). Isolated yield 133.3%. Reaction SMILES: C(O)(C(F)(F)F)=O.C(OC([N:15]1[CH2:20][CH2:19][CH:18]([O:21][C:22]2[CH:23]=[CH:24][C:25]3[C:37](=[O:38])[C:36]4[C:35]5[C:30](=[CH:31][C:32]([C:39]#[N:40])=[CH:33][CH:34]=5)[NH:29][C:28]=4[C:27]([CH3:42])([CH3:41])[C:26]=3[CH:43]=2)[CH2:17][CH2:16]1)=O)(C)(C)C>C1COCC1>[CH3:41][C:27]1([CH3:42])[C:28]2[NH:29][C:30]3[C:35](=[CH:34][CH:33]=[C:32]([C:39]#[N:40])[CH:31]=3)[C:36]=2[C:37](=[O:38])[C:25]2[CH:24]=[CH:23][C:22]([O:21][CH:18]3[CH2:19][CH2:20][NH:15][CH2:16][CH2:17]3)=[CH:43][C:26]1=2. Procedure: THF (0.5 mL) and TFA (0.5 mL) were added to 4-(3-cyano-6,6-dimethyl-11-oxo-6,11-dihydro-5H-benzo[b]carbazol-8-yloxy)-piperidine-1-carboxylic acid tert-butyl ester (Compound A7-1, 35 mg, 0.072 mmol), and the mixture was stirred at room temperature until Compound A7-1 disappears. The reaction solution was concentrated under reduced pressure and the residue was desalinated by using anion exchanger PL StratoSpheres (trademark) PL-HCO3 MP to obtain the title compound (37 mg, 76%). Reactants: ClC1=C(C=C2C=CNC2=C1)SC(C)C (6-Chloro-5-isopropylthioindole), C(#N)[BH3-].[Na+] (sodium cyanoborohydride). The product is ClC1=C(C=C2CCNC2=C1)SC(C)C (6-Chloro-5-isopropylthioindoline). Isolated yield 71.1%. Reaction SMILES: [Cl:1][C:2]1[CH:10]=[C:9]2[C:5]([CH:6]=[CH:7][NH:8]2)=[CH:4][C:3]=1[S:11][CH:12]([CH3:14])[CH3:13].C([BH3-])#N.[Na+]>>[Cl:1][C:2]1[CH:10]=[C:9]2[C:5]([CH2:6][CH2:7][NH:8]2)=[CH:4][C:3]=1[S:11][CH:12]([CH3:14])[CH3:13] |f:1.2|. Reported procedure: 6-Chloro-5-isopropylthioindole (D65) (0.49 g, 2.16 mmol) was treated with sodium cyanoborohydride as in the method of Description 10 to give the title compound (0.35 g, 71%) as a yellow oil. As a reaction SMILES: C([O:3][C:4]([C:6]1[CH:11]=[C:10]([O:12][C:13]2[CH:14]=[C:15]3[C:19](=[CH:20][CH:21]=2)[N:18]([C:22](=[O:34])[NH:23][C:24]2[CH:29]=[CH:28][CH:27]=[C:26]([C:30]([F:33])([F:32])[F:31])[CH:25]=2)[CH2:17][CH2:16]3)[N:9]=[CH:8][N:7]=1)=[O:5])C.[H-].C([Al+]CC(C)C)C(C)C>C1COCC1.CCOC(C)=O.O>[F:32][C:30]([F:31])([F:33])[C:26]1[CH:25]=[C:24]([NH:23][C:22]([N:18]2[C:19]3[C:15](=[CH:14][C:13]([O:12][C:10]4[CH:11]=[C:6]([CH:4]([OH:5])[OH:3])[N:7]=[CH:8][N:9]=4)=[CH:21][CH:20]=3)[CH2:16][CH2:17]2)=[O:34])[CH:29]=[CH:28][CH:27]=1 |f:1.2|. Yields the product FC(C=1C=C(C=CC1)NC(=O)N1CCC2=CC(=CC=C12)OC1=NC=NC(=C1)C(O)O)(F)F (5-(6-Dihydroxymethyl-pyrimidin-4-yloxy)-2,3-dihydro-indole-1-carboxylic acid (3-trifluoromethyl-phenyl)-amide). Reactants: C(C)OC(=O)C1=NC=NC(=C1)OC=1C=C2CCN(C2=CC1)C(NC1=CC(=CC=C1)C(F)(F)F)=O (6-[1-(3-trifluoromethyl-phenylcarbamoyl)-2,3-dihydro-1H-indol-5-yloxy]-pyrimidine-4-carboxylic acid ethyl ester), solution, [H-].C(C(C)C)[Al+]CC(C)C (diisobutylaluminium hydride). Procedure details: To solution of 100 mg (0.21 mMol) 6-[1-(3-trifluoromethyl-phenylcarbamoyl)-2,3-dihydro-1H-indol-5-yloxy]-pyrimidine-4-carboxylic acid ethyl ester (Expl. 72) in 3 ml THF at −78° C. are added 1.39 ml of a 1 M solution of diisobutylaluminium hydride in THF. After 20 h at −78° C., the mixture is slowly warmed up to 0° C. and stirred at this temperature for 2 h. Then the mixture is diluted with EtOAc and water, the aqueous layer separeted off and extracted twice with EtOAc. The organic phases are was... Reaction conditions: temperature 0 celsius, time 20 hour. Solvent: CCOC(=O)C (EtOAc), O (water), C1CCOC1 (THF), C1CCOC1 (THF).